This data is from the Open Reaction Database (ORD), a public repository of structured organic reaction records. The task is: describe an organic reaction: reactants, conditions, products, and yield The reactants are CC(C)CC(C[PH](=O)O)C(=O)OCc1ccccc1, BrCc1ccc(Cc2ccccc2)cc1, ClCCl. As a reaction SMILES: [CH2:1]([c:2]1[cH:3][cH:4][cH:5][cH:6][cH:7]1)[O:8][C:9](=[O:10])[CH:11]([CH2:12][PH:13]([OH:14])=[O:15])[CH2:16][CH:17]([CH3:18])[CH3:19].[CH2:20]([c:21]1[cH:22][cH:23][cH:24][cH:25][cH:26]1)[c:27]1[cH:28][cH:29][c:30]([CH2:31][Br:32])[cH:33][cH:34]1.[CH2:35]([Cl:36])[Cl:37]>>[CH2:1]([c:2]1[cH:3][cH:4][cH:5][cH:6][cH:7]1)[O:8][C:9](=[O:10])[CH:11]([CH2:12][PH:13]([O:14][CH2:35][CH2:31][c:30]1[cH:29][cH:28][c:27]([CH2:20][c:21]2[cH:22][cH:23][cH:24][cH:25][cH:26]2)[cH:34][cH:33]1)=[O:15])[CH2:16][CH:17]([CH3:18])[CH3:19]. The product is CC(C)CC(C[PH](=O)OCCc1ccc(Cc2ccccc2)cc1)C(=O)OCc1ccccc1. The reactants are N(=O)[O-].[Na+] (sodium nitrite), C(#N)CC(=O)OCC (ethyl cyanoacetate), Cl (HCl), P(O)(O)(O)=O (Orthophosphoric acid). The solvent is O (water). Reaction conditions: temperature 40 celsius, time 1 hour. The product is C(C)OC(C(=NO)C#N)=O (cyano-hydroxyimino-acetic acid ethyl ester). Yield: 59.3%. RXN SMILES: [N:1]([O-:3])=O.[Na+].[C:5]([CH2:7][C:8]([O:10][CH2:11][CH3:12])=[O:9])#[N:6].P(=O)(O)(O)O.Cl>O>[CH2:11]([O:10][C:8](=[O:9])[C:7]([C:5]#[N:6])=[N:1][OH:3])[CH3:12] |f:0.1|. Procedure details: A solution of sodium nitrite (57.30 g, 830.60 mmol) in water (710.00 ml) was treated with ethyl cyanoacetate (100.00 g, 884.00 mmol). 85% Orthophosphoric acid (36.60 ml, 540.00 mmol) was added dropwise over 45 min, while keeping the temperature of the reaction mixture below 35° C. with the aid of an ice bath. At the end of the addition, the mixture was warmed to 40° C. and stirred for 1 hour. The reaction was quenched at 45° C. with fuming HCl (73.90 ml, 880.00 mmol), and the mixture was then le... The reactants are CC(=O)C1=CC(=C(C=C1)F)Br (3-bromo-4-fluoroacetophenone), BrC1=CC(=C(O[Si](C)(C)C(C)(C)C)C=C1)C ((4-bromo-2-methyl-phenoxy)-tert-butyl-dimethyl-silane), [Mg] (magnesium). Solvent: O1CCCC1 (tetrahydrofuran), O1CCCC1 (tetrahydrofuran), BrCCBr (1,2-dibromoethane), O1CCCC1 (tetrahydrofuran). Conditions: time 3 hour. Yields the product BrC=1C=C(C=CC1F)C(=C)C1=CC=C(O[Si](C)(C)C(C)(C)C)C=C1 ({4-[1-(3-Bromo-4-fluoro-phenyl)-vinyl]-phenoxy}-tert-butyl-dimethyl-silane). Isolated yield 90.8%. As a reaction SMILES: [Mg].Br[C:3]1[CH:16]=[CH:15][C:6]([O:7][Si:8]([C:11]([CH3:14])([CH3:13])[CH3:12])([CH3:10])[CH3:9])=[C:5](C)[CH:4]=1.[CH3:18][C:19]([C:21]1[CH:26]=[CH:25][C:24]([F:27])=[C:23]([Br:28])[CH:22]=1)=O>O1CCCC1.BrCCBr>[Br:28][C:23]1[CH:22]=[C:21]([C:19]([C:3]2[CH:4]=[CH:5][C:6]([O:7][Si:8]([C:11]([CH3:12])([CH3:13])[CH3:14])([CH3:9])[CH3:10])=[CH:15][CH:16]=2)=[CH2:18])[CH:26]=[CH:25][C:24]=1[F:27]. Procedure details: To a mixture of magnesium turnings (1.5 g, 0.06 mol, 1.2 eq) in dry tetrahydrofuran (10 mL), was added a portion (⅕) of (4-bromo-2-methyl-phenoxy)-tert-butyl-dimethyl-silane (16.0 g. 0.05 mol, 1.1 eq) in dry tetrahydrofuran (50 mL) and 1,2-dibromoethane (0.5 mL). The resulting solution was refluxed and the other (⅘) portion of the above solution was added and the resulting solution was refluxed for 2 h. After cooled at 0° C. a solution of 3-bromo-4-fluoroacetophenone (11.5 g, 0.05 mol, 1 eq) in ... Reactants: C1(=CC=CC=C1)[C@@H](CCC1CCNCC1)C (4-(3-(R)-phenylbutyl)piperidine), Cl (HCl), C(=O)[C@H]1CN(C[C@@H]1C1=CC=CC=C1)[C@@H](C(=O)OCC1=CC=CC=C1)C1CCCCC1 (2-(R)-(3-(R)-formyl-4-(S)-phenylpyrrolidin-1-yl)-2-(cyclohexyl)acetic acid, benzyl ester). The product is C1(=CC=CC=C1)[C@@H](CCC1CCN(CC1)C[C@H]1CN(C[C@@H]1C1=CC=CC=C1)[C@@H](C(=O)O)C1CCCCC1)C (2-(R)-(3-(S)-((4-(3-(R)-Phenylbutyl)piperidin-1-yl)methyl)-4-(S)-phenylpyrrolidin-1-yl)-2-(cyclohexyl)acetic acid). Yield: 53.6%. RXN SMILES: [C:1]1([C@H:7]([CH3:16])[CH2:8][CH2:9][CH:10]2[CH2:15][CH2:14][NH:13][CH2:12][CH2:11]2)[CH:6]=[CH:5][CH:4]=[CH:3][CH:2]=1.Cl.[CH:18]([C@@H:20]1[C@@H:24]([C:25]2[CH:30]=[CH:29][CH:28]=[CH:27][CH:26]=2)[CH2:23][N:22]([C@H:31]([CH:42]2[CH2:47][CH2:46][CH2:45][CH2:44][CH2:43]2)[C:32]([O:34]CC2C=CC=CC=2)=[O:33])[CH2:21]1)=O>>[C:1]1([C@H:7]([CH3:16])[CH2:8][CH2:9][CH:10]2[CH2:11][CH2:12][N:13]([CH2:18][C@@H:20]3[C@@H:24]([C:25]4[CH:26]=[CH:27][CH:28]=[CH:29][CH:30]=4)[CH2:23][N:22]([C@H:31]([CH:42]4[CH2:47][CH2:46][CH2:45][CH2:44][CH2:43]4)[C:32]([OH:34])=[O:33])[CH2:21]3)[CH2:14][CH2:15]2)[CH:6]=[CH:5][CH:4]=[CH:3][CH:2]=1. Procedure details: The title compound was prepared from 30 mg (0.13 mmol) of 4-(3-(R)-phenylbutyl)piperidine.HCl and 50 mg (0.13 mmol) of 2-(R)-(3-(R)-formyl-4-(S)-phenylpyrrolidin-1-yl)-2-(cyclohexyl)acetic acid, benzyl ester (from EXAMPLE 1, Step I) using procedures analogous to those described in EXAMPLE 1, Steps J and H. 36 mg (54%) of the title compound was obtained: 1H NMR (500 MHz, CD3OD) δ 0.94-1.84 (23H). 2.06-2.14 (m, 1H). 2.36-2.42 (m, 1H). 2.57-2.60 (2H). 2.74-3.02 (3H). 3.10-3.12 (m, 1H). 3.30-3.60 (7... Reactants: CCOC(C)=O, CC1(C)C=C(B2OC(C)(C)C(C)(C)O2)CC(C)(C)C1, COCCOC, COc1ccc([N+](=O)[O-])c(I)c1, [K+], [K+], [K+], O, O=P([O-])([O-])[O-], c1ccc(P(c2ccccc2)(c2ccccc2)[Pd](P(c2ccccc2)(c2ccccc2)c2ccccc2)(P(c2ccccc2)(c2ccccc2)c2ccccc2)P(c2ccccc2)(c2ccccc2)c2ccccc2)cc1. Yields the product COc1ccc([N+](=O)[O-])c(C2=CC(C)(C)CC(C)(C)C2)c1. As a reaction SMILES: [CH3:124][CH2:125][O:126][C:127](=[O:128])[CH3:129].[CH3:13][C:14]1([CH3:15])[C:16]([CH3:17])([CH3:18])[O:19][B:20]([C:21]2=[CH:22][C:23]([CH3:29])([CH3:30])[CH2:24][C:25]([CH3:27])([CH3:28])[CH2:26]2)[O:31]1.[CH3:41][O:42][CH2:43][CH2:44][O:45][CH3:46].[I:1][c:2]1[cH:3][c:4]([O:11][CH3:12])[cH:5][cH:6][c:7]1[N+:8](=[O:9])[O-:10].[K+:37].[K+:38].[K+:39].[OH2:40].[P:32]([O-:33])([O-:34])([O-:35])=[O:36].[cH:47]1[cH:48][cH:49][c:50]([P:51]([Pd:52]([P:53]([c:54]2[cH:55][cH:56][cH:57][cH:58][cH:59]2)([c:60]2[cH:61][cH:62][cH:63][cH:64][cH:65]2)[c:66]2[cH:67][cH:68][cH:69][cH:70][cH:71]2)([P:72]([c:73]2[cH:74][cH:75][cH:76][cH:77][cH:78]2)([c:79]2[cH:80][cH:81][cH:82][cH:83][cH:84]2)[c:85]2[cH:86][cH:87][cH:88][cH:89][cH:90]2)[P:91]([c:92]2[cH:93][cH:94][cH:95][cH:96][cH:97]2)([c:98]2[cH:99][cH:100][cH:101][cH:102][cH:103]2)[c:104]2[cH:105][cH:106][cH:107][cH:108][cH:109]2)([c:110]2[cH:111][cH:112][cH:113][cH:114][cH:115]2)[c:116]2[cH:117][cH:118][cH:119][cH:120][cH:121]2)[cH:122][cH:123]1>>[c:2]1([C:21]2=[CH:22][C:23]([CH3:29])([CH3:30])[CH2:24][C:25]([CH3:27])([CH3:28])[CH2:26]2)[cH:3][c:4]([O:11][CH3:12])[cH:5][cH:6][c:7]1[N+:8](=[O:9])[O-:10]. Reactants: N1(N=CN=C1)C1=CC=C(C=C1)O (4-(1,2,4)-triazol-1-yl-phenol), C(C)(C)(C)OC(=O)N1CCC(CC1)N1N=CC=2C1=NC=NC2Cl (4-(4-chloro-pyrazolo[3,4-d]pyrimidin-1-yl)-piperidine-1-carboxylic acid tert-butyl ester), C(C)(C)(C)OC(=O)N1CCC(CC1)N1N=CC=2C1=NC=NC2Cl (4-(4-chloro-pyrazolo[3,4-d]pyrimidin-1-yl)-piperidine-1-carboxylic acid tert-butyl ester), C([O-])([O-])=O.[K+].[K+] (potassium carbonate). Solvent: CN(C)C=O (DMF). Run at temperature 180 celsius. Product: C(C)(C)(C)OC(=O)N1CCC(CC1)N1N=CC=2C1=NC=NC2OC2=CC=C(C=C2)N2N=CN=C2 (4-[4-(4-[1,2,4]triazol-1-yl-phenoxy)-pyrazolo[3,4-d]pyrimidin-1-yl]-piperidine-1-carboxylic acid tert-butyl ester). Isolated yield 40.8%. RXN SMILES: [N:1]1([C:6]2[CH:11]=[CH:10][C:9]([OH:12])=[CH:8][CH:7]=2)[CH:5]=[N:4][CH:3]=[N:2]1.[C:13]([O:17][C:18]([N:20]1[CH2:25][CH2:24][CH:23]([N:26]2[C:30]3=[N:31][CH:32]=[N:33][C:34](Cl)=[C:29]3[CH:28]=[N:27]2)[CH2:22][CH2:21]1)=[O:19])([CH3:16])([CH3:15])[CH3:14].C(=O)([O-])[O-].[K+].[K+]>CN(C=O)C>[C:13]([O:17][C:18]([N:20]1[CH2:21][CH2:22][CH:23]([N:26]2[C:30]3=[N:31][CH:32]=[N:33][C:34]([O:12][C:9]4[CH:8]=[CH:7][C:6]([N:1]5[CH:5]=[N:4][CH:3]=[N:2]5)=[CH:11][CH:10]=4)=[C:29]3[CH:28]=[N:27]2)[CH2:24][CH2:25]1)=[O:19])([CH3:16])([CH3:14])[CH3:15] |f:2.3.4|. Procedure details: A mixture of 4-(1,2,4)-triazol-1-yl-phenol (Lancaster; 14 mg, 0.09 mmol), 4-(4-chloro-pyrazolo[3,4-d]pyrimidin-1-yl)-piperidine-1-carboxylic acid tert-butyl ester (Intermediate 19; 29.5 mg, 0.09 mmol) and potassium carbonate (14.4 mg, 0.10 mmol) in anhydrous DMF (1 mL) was heated in a microwave at 180° C. for 10 min. The mixture was cooled and filtered. The solid was washed with dichloromethane. The filtrate was concentrated and purified using a 4 g silica gel column, eluting with 0-5% methanol/... Starting materials: CC(=O)OC1CCc2c(-c3cccs3)cccc21, CCO, [K+], [OH-], O. Product: OC1CCc2c(-c3cccs3)cccc21. As a reaction SMILES: [C:1](=[O:2])([CH3:3])[O:4][CH:5]1[CH2:6][CH2:7][c:8]2[c:9](-[c:14]3[s:15][cH:16][cH:17][cH:18]3)[cH:10][cH:11][cH:12][c:13]21.[CH3:22][CH2:23][OH:24].[K+:20].[OH-:19].[OH2:21]>>[OH:4][CH:5]1[CH2:6][CH2:7][c:8]2[c:9](-[c:14]3[s:15][cH:16][cH:17][cH:18]3)[cH:10][cH:11][cH:12][c:13]21.